This data is from the Open Reaction Database (ORD), a public repository of structured organic reaction records. The task is: describe an organic reaction: reactants, conditions, products, and yield Starting materials: COC(=O)C1=C(C(=C(C(=C1Cl)Cl)C(=O)OC)Cl)Cl (DCPA), CC(=O)OCC1=C(N2[C@@H]([C@@H](C2=O)N)SC1)C(=O)O (7-ACA), SC1=NN=C(S1)C (5-mercapto-2-methyl-1,3,4-thiadiazole), N (ammonia), ice water. The solvent is C(C)#N (acetonitrile), C(C)#N (acetonitrile). Conditions: time 30 minute. The product is NC1[C@@H]2N(C(=C(CS2)CSC2=NN=C(S2)C)C(=O)O)C1=O (7-amino-3-[(2-methyl-1,3,4-thiadiazol-5-yl)thiomethyl]-3-cephem-4-carboxylic acid). The yield is 69.8%. Reaction SMILES: COC(C1C(Cl)=C(Cl)C(C(OC)=O)=C(Cl)C=1Cl)=O.[SH:19][C:20]1[S:24][C:23]([CH3:25])=[N:22][N:21]=1.CC(O[CH2:30][C:31]1[CH2:40][S:39][C@@H:34]2[C@H:35]([NH2:38])[C:36](=[O:37])[N:33]2[C:32]=1[C:41]([OH:43])=[O:42])=O.N>C(#N)C>[NH2:38][CH:35]1[C:36](=[O:37])[N:33]2[C:32]([C:41]([OH:43])=[O:42])=[C:31]([CH2:30][S:19][C:20]3[S:24][C:23]([CH3:25])=[N:22][N:21]=3)[CH2:40][S:39][C@H:34]12. Procedure: A 14.8 g quantity of DCPA was cooled at 14° C., and 1.59 g of 5-mercapto-2-methyl-1,3,4-thiadiazole was added to it, whereby the mixture reached at the temperature of 25° C. and dissolved. 6.0 ml of acetonitrile was added and the solution was cooled at 15° C., to which 2.72 g of 7-ACA and 10.0 ml of acetonitrile were added, followed by stirring at 25° to 27° C. for 30 minutes. The reaction solution was poured into 80 g of ice-water, which was placed in a refrigerator overnight, adjusted to pH 4.... Reactants: O1CCN(CCC1)CC1=CC=C2C(=NC=NN21)N (7-(1,4-oxazepan-4-ylmethyl)pyrrolo[2,1-f][1,2,4]triazin-4-amine), BrN1C(N(C(C1(C)C)=O)Br)=O (1,3-dibromo-5,5-dimethylimidazolidine-2,4-dione). Solvent: C(Cl)(Cl)Cl (chloroform). Conditions: temperature -25 celsius. The product is BrC=1C=C(N2N=CN=C(C21)N)CN2CCOCCC2 (5-bromo-7-(1,4-oxazepan-4-ylmethyl)pyrrolo[2,1-f][1,2,4]triazin-4-amine). Reaction SMILES: [O:1]1[CH2:7][CH2:6][CH2:5][N:4]([CH2:8][C:9]2[N:17]3[C:12]([C:13]([NH2:18])=[N:14][CH:15]=[N:16]3)=[CH:11][CH:10]=2)[CH2:3][CH2:2]1.[Br:19]N1C(C)(C)C(=O)N(Br)C1=O>C(Cl)(Cl)Cl>[Br:19][C:11]1[CH:10]=[C:9]([CH2:8][N:4]2[CH2:5][CH2:6][CH2:7][O:1][CH2:2][CH2:3]2)[N:17]2[C:12]=1[C:13]([NH2:18])=[N:14][CH:15]=[N:16]2. Reported procedure: 7-(1,4-oxazepan-4-ylmethyl)pyrrolo[2,1-f][1,2,4]triazin-4-amine (1.90 g, 7.68 mmol) was suspended in chloroform (76 mL). The solution was cooled to −20 to −30° C. 1,3-dibromo-5,5-dimethylimidazolidine-2,4-dione ( 989 g, 3.46 mmol) was added. The reaction was maintained at −20° C. for 20 minutes then warmed to room temperature. An LC taken at that time showed the reaction to be essentially complete. The reaction was then quenched by the addition of saturated aqueous sodium sulfite. The resultant ...